Dataset: the Open Reaction Database (ORD), a public repository of structured organic reaction records. Task: describe an organic reaction: reactants, conditions, products, and yield The reactants are COCCNC1=NC(=C(N=C1NCCOC)C#N)C#N (2,3-bis(2-Methoxyethylamino)-5,6-dicyanopyrazine), ClC1=NC(=C(N=C1Cl)C#N)C#N (2,3-Dichloro-5,6-dicyanopyrazine), COCCOCCOC (diglyme). Reagents/catalysts: C(C)(C)N(CC)C(C)C (diisopropylethylamine). Run in C(C)(=O)OCC (ethyl acetate). Yields the product COCCN1C2=C(N(C3=C1N=C(C(=N3)C#N)C#N)CCOC)N=C(C(=N2)C#N)C#N (5,10-bis(2-methoxyethyl)-5,10-dihydrodipyrazino[2,3-b:2′,3′-e]pyrazine-2,3,7,8-tetracarbonitrile). As a reaction SMILES: [CH3:1][O:2][CH2:3][CH2:4][NH:5][C:6]1[C:11]([NH:12][CH2:13][CH2:14][O:15][CH3:16])=[N:10][C:9]([C:17]#[N:18])=[C:8]([C:19]#[N:20])[N:7]=1.Cl[C:22]1[C:27](Cl)=[N:26][C:25]([C:29]#[N:30])=[C:24]([C:31]#[N:32])[N:23]=1.COCCOCCOC>C(N(C(C)C)CC)(C)C.C(OCC)(=O)C>[CH3:1][O:2][CH2:3][CH2:4][N:5]1[C:6]2[N:7]=[C:8]([C:19]#[N:20])[C:9]([C:17]#[N:18])=[N:10][C:11]=2[N:12]([CH2:13][CH2:14][O:15][CH3:16])[C:22]2[N:23]=[C:24]([C:31]#[N:32])[C:25]([C:29]#[N:30])=[N:26][C:27]1=2. Procedure: FIG. 17 shows the reaction pathway. In a 100 mL round-bottom flask having a magnetic stir-bar and with 14/20 glass joint attached to an air-condenser was add 0.48 g [0.002 mole] of 2,3-bis(2-methoxyethylamino)-5,6-dicyanopyrazine 1101, 2,3-dichloro-5,6-dicyanopyrazine 301 and 5 mL of diglyme 901 [diethyleneglycoldimethylether]. The reaction was stirred for about an hour until all the solids had dissolved. To this solution was added 0.6 g of diisopropylethylamine 902 drop-wise with stirring. The ...